Dataset: the Open Reaction Database (ORD), a public repository of structured organic reaction records. Task: describe an organic reaction: reactants, conditions, products, and yield Reactants: CCO, ClCCl, [Na+], [OH-], O=S(=O)(c1ccccc1)n1cc(-c2cn[nH]c2)c2cc(N3CCOCC3)cnc21. Product: c1n[nH]cc1-c1c[nH]c2ncc(N3CCOCC3)cc12. RXN SMILES: [CH3:35][CH2:36][OH:37].[Cl:32][CH2:33][Cl:34].[Na+:31].[OH-:30].[c:1]1([S:2](=[O:3])(=[O:4])[n:10]2[cH:11][c:12](-[c:25]3[cH:26][n:27][nH:28][cH:29]3)[c:13]3[c:14]2[n:15][cH:16][c:17]([N:19]2[CH2:20][CH2:21][O:22][CH2:23][CH2:24]2)[cH:18]3)[cH:5][cH:6][cH:7][cH:8][cH:9]1>>[nH:10]1[cH:11][c:12](-[c:25]2[cH:26][nH:27][n:28][cH:29]2)[c:13]2[c:14]1[n:15][cH:16][c:17]([N:19]1[CH2:20][CH2:21][O:22][CH2:23][CH2:24]1)[cH:18]2. Yields the product C(C)(CC)C1=C(C(=CC=C1)C(C)CC)NC(=S)NC1CCCC1 (N-(2,6-Di-sec.-butyl-phenyl)-N'-cyclopentyl-thiourea). Conditions: time 12 hour. Reactants: C1(CCCC1)N (cyclopentylamine), C(C)(CC)C1=C(C(=CC=C1)C(C)CC)N=C=S (2,6-di-sec.-butyl-phenyl isothiocyanate), Cl (hydrochloric acid). Reaction SMILES: [CH:1]1([NH2:6])[CH2:5][CH2:4][CH2:3][CH2:2]1.[CH:7]([C:11]1[CH:16]=[CH:15][CH:14]=[C:13]([CH:17]([CH2:19][CH3:20])[CH3:18])[C:12]=1[N:21]=[C:22]=[S:23])([CH2:9][CH3:10])[CH3:8].Cl>>[CH:17]([C:13]1[CH:14]=[CH:15][CH:16]=[C:11]([CH:7]([CH2:9][CH3:10])[CH3:8])[C:12]=1[NH:21][C:22]([NH:6][CH:1]1[CH2:5][CH2:4][CH2:3][CH2:2]1)=[S:23])([CH2:19][CH3:20])[CH3:18]. Procedure: 20.0 g of cyclopentylamine are taken and 15.0 g of 2,6-di-sec.-butyl-phenyl isothiocyanate are introduced whilst stirring. The reaction takes place exothermically. The batch is left to stand for 12 hours and is then stirred with dilute hydrochloric acid and filtered. The filter cake is triturated with dilute methanol, filtered off, washed and dried. For further purification, the product can be recrystallised from petroleum ether. Yield 18 g; melting point 107°-108° C. Reactants: COc1ccc(C(=O)Cl)cc1, C[Mg+], [I-], c1ccc2[nH]ccc2c1. Product: COc1ccc(C(=O)c2c[nH]c3ccccc23)cc1. Reaction SMILES: [C:13]([c:14]1[cH:15][cH:16][c:17]([O:20][CH3:21])[cH:18][cH:19]1)(=[O:22])[Cl:23].[CH3:11][Mg+:12].[I-:10].[nH:1]1[cH:2][cH:3][c:4]2[cH:5][cH:6][cH:7][cH:8][c:9]12>>[nH:1]1[cH:2][c:3]([C:13]([c:14]2[cH:15][cH:16][c:17]([O:20][CH3:21])[cH:18][cH:19]2)=[O:22])[c:4]2[cH:5][cH:6][cH:7][cH:8][c:9]12. Product: COC(=O)C(Cc1ccc(CCOc2ccc(OS(C)(=O)=O)cc2)cc1)SCCc1ccc(OCc2ccccc2)cc1. Reaction SMILES: [C:45](=[O:46])([O-:47])[O-:48].[CH2:1]([c:2]1[cH:3][cH:4][cH:5][cH:6][cH:7]1)[O:8][c:9]1[cH:10][cH:11][c:12]([CH2:15][CH2:16][SH:17])[cH:13][cH:14]1.[Cl:18][CH:19]([C:20](=[O:21])[O:22][CH3:23])[CH2:24][c:25]1[cH:26][cH:27][c:28]([CH2:31][CH2:32][O:33][c:34]2[cH:35][cH:36][c:37]([O:40][S:41](=[O:42])(=[O:43])[CH3:44])[cH:38][cH:39]2)[cH:29][cH:30]1.[K+:49].[K+:50].[O:51]=[CH:52][N:53]([CH3:54])[CH3:55]>>[CH2:1]([c:2]1[cH:3][cH:4][cH:5][cH:6][cH:7]1)[O:8][c:9]1[cH:10][cH:11][c:12]([CH2:15][CH2:16][S:17][CH:19]([C:20](=[O:21])[O:22][CH3:23])[CH2:24][c:25]2[cH:26][cH:27][c:28]([CH2:31][CH2:32][O:33][c:34]3[cH:35][cH:36][c:37]([O:40][S:41](=[O:42])(=[O:43])[CH3:44])[cH:38][cH:39]3)[cH:29][cH:30]2)[cH:13][cH:14]1. Reactants: O=C([O-])[O-], SCCc1ccc(OCc2ccccc2)cc1, COC(=O)C(Cl)Cc1ccc(CCOc2ccc(OS(C)(=O)=O)cc2)cc1, [K+], [K+], CN(C)C=O. Reagents/catalysts: C(C)(=O)[O-].[Pd+2].C(C)(=O)[O-] (palladium acetate). Solvent: CC(=O)N(C)C (dimethyl acetamide). Yields the product CN1C(N(C(C=2C1=C1C(=CCCN1C2C2=CC=CC=C2)C=2OC(=CC2)C)=O)C)=O (1,3-dimethyl-10-(5-methylfuran-2-yl)-5-phenyl-7,8-dihydropyrimido[4,5-a]indolizine-2,4(1H,3H)-dione). Procedure: 1,3-dimethyl-5-phenyl-7,8-dihydropyrimido[4,5-a]indolizine-2,4(1H,3H)-dione (Intermediate I), 2-bromo-5-methylfuran (commercially available) (390 mg, 2.421 mmol), palladium acetate (commercially available) (36.2 mg, 0.161 mmol), tri-tert-butylphosphine tetrafluorohydroborate (commercially available) (94 mg, 0.323 mmol) and N-cyclohexyl-N-methylcyclohexylamine (commercially available) (0.691 mL, 3.23 mmol) were combined in dimethyl acetamide (4 mL) and the mixture sparged with nitrogen for 30 min... Conditions: temperature 120 celsius. Reactants: C1(CCCCC1)N(C)C1CCCCC1 (N-cyclohexyl-N-methylcyclohexylamine), CN1C(N(C(C=2C1=C1C=CCCN1C2C2=CC=CC=C2)=O)C)=O (1,3-Dimethyl-5-phenyl-7,8-dihydropyrimido[4,5-a]indolizine-2,4(1H,3H)-dione), C(C)(C)(C)P(C(C)(C)C)C(C)(C)C (tri-tert-butylphosphine), CN1C(N(C(C=2C1=C1C=CCCN1C2C2=CC=CC=C2)=O)C)=O (1,3-Dimethyl-5-phenyl-7,8-dihydropyrimido[4,5-a]indolizine-2,4(1H,3H)-dione), BrC=1OC(=CC1)C (2-bromo-5-methylfuran). RXN SMILES: [CH3:1][N:2]1[C:7]2=[C:8]3[N:13]([C:14]([C:15]4[CH:20]=[CH:19][CH:18]=[CH:17][CH:16]=4)=[C:6]2[C:5](=[O:21])[N:4]([CH3:22])[C:3]1=[O:23])[CH2:12][CH2:11][CH:10]=[CH:9]3.Br[C:25]1[O:26][C:27]([CH3:30])=[CH:28][CH:29]=1.C(P(C(C)(C)C)C(C)(C)C)(C)(C)C.C1(N(C2CCCCC2)C)CCCCC1>CC(N(C)C)=O.C([O-])(=O)C.[Pd+2].C([O-])(=O)C>[CH3:1][N:2]1[C:7]2=[C:8]3[N:13]([C:14]([C:15]4[CH:20]=[CH:19][CH:18]=[CH:17][CH:16]=4)=[C:6]2[C:5](=[O:21])[N:4]([CH3:22])[C:3]1=[O:23])[CH2:12][CH2:11][CH:10]=[C:9]3[C:25]1[O:26][C:27]([CH3:30])=[CH:28][CH:29]=1 |f:5.6.7|. The reactants are C(C)OC(=C)C1=CN=C2C(=N1)N(N=N2)CC=2C=C1C=CC=NC1=CC2F (6-[6-(1-ethoxy-vinyl)-[1,2,3]triazolo[4,5-b]pyrazin-1-ylmethyl]-7-fluoro-quinoline), Cl (HCl). Run in C(C)(=O)O (acetic acid). Product: FC1=C(C=C2C=CC=NC2=C1)CN1N=NC2=NC=C(N=C21)C(C)=O (1-[3-(7-Fluoro-quinolin-6-ylmethyl)-3H-[1,2,3]triazolo[4,5-b]pyrazin-5-yl]-ethanone). Yield: 219.6%. Reaction SMILES: C([O:3][C:4]([C:6]1[N:11]=[C:10]2[N:12]([CH2:15][C:16]3[CH:17]=[C:18]4[C:23](=[CH:24][C:25]=3[F:26])[N:22]=[CH:21][CH:20]=[CH:19]4)[N:13]=[N:14][C:9]2=[N:8][CH:7]=1)=[CH2:5])C.Cl>C(O)(=O)C>[F:26][C:25]1[CH:24]=[C:23]2[C:18]([CH:19]=[CH:20][CH:21]=[N:22]2)=[CH:17][C:16]=1[CH2:15][N:12]1[C:10]2[C:9](=[N:8][CH:7]=[C:6]([C:4](=[O:3])[CH3:5])[N:11]=2)[N:14]=[N:13]1. Procedure: A solution of the 6-[6-(1-ethoxy-vinyl)-[1,2,3]triazolo[4,5-b]pyrazin-1-ylmethyl]-7-fluoro-quinoline (600.0 mg, 0.89 mmol) and 3 N HCl (0.1 mL) in acetic acid was stirred at 50° C. for 2 hour. The solvent was removed under reduced pressure. The residue was diluted with water, adjusted the pH value of solution to around 8 with aqueous NaHCO3, extracted with DCM twice. The combined organic layers were washed sequentially with water and brine, dried over Na2SO4, filtered and concentrated in vacuo t... Reactants: CO, NS(=O)(=O)c1cc2ccc(OCC3CO3)cc2o1, O=S(=O)(O)O. Yields the product COCC(O)COc1ccc2cc(S(N)(=O)=O)oc2c1. Reaction SMILES: [CH3:24][OH:25].[O:6]1[CH:7]([CH2:8][O:9][c:10]2[cH:11][cH:12][c:13]3[c:14]([o:15][c:16]([S:18]([NH2:19])(=[O:20])=[O:21])[cH:17]3)[cH:22]2)[CH2:23]1.[S:1](=[O:2])(=[O:3])([OH:4])[OH:5]>>[OH:6][CH:7]([CH2:8][O:9][c:10]1[cH:11][cH:12][c:13]2[c:14]([o:15][c:16]([S:18]([NH2:19])(=[O:20])=[O:21])[cH:17]2)[cH:22]1)[CH2:23][O:25][CH3:24].